This data is from the Open Reaction Database (ORD), a public repository of structured organic reaction records. The task is: describe an organic reaction: reactants, conditions, products, and yield Starting materials: CC(=O)OC(C)=O, Cc1ccc(S(=O)(=O)OCC(O)CN=[N+]=[N-])cc1, CN(C)c1ccncc1, ClCCl. Yields the product CC(=O)OC(CN=[N+]=[N-])COS(=O)(=O)c1ccc(C)cc1. As a reaction SMILES: [CH3:19][C:20](=[O:21])[O:22][C:23](=[O:24])[CH3:25].[CH3:1][c:2]1[cH:3][cH:4][c:5]([S:8](=[O:9])(=[O:10])[O:11][CH2:12][CH:13]([CH2:14][N:15]=[N+:16]=[N-:17])[OH:18])[cH:6][cH:7]1.[CH3:29][N:30]([c:31]1[cH:32][cH:33][n:34][cH:35][cH:36]1)[CH3:37].[Cl:26][CH2:27][Cl:28]>>[CH3:1][c:2]1[cH:3][cH:4][c:5]([S:8](=[O:9])(=[O:10])[O:11][CH2:12][CH:13]([CH2:14][N:15]=[N+:16]=[N-:17])[O:18][C:20]([CH3:19])=[O:21])[cH:6][cH:7]1. The reactants are O.NC=1SC=C(N1)C(C(=O)O)=NOCC(=O)OC (2-(2-aminothiazole-4-yl)-2-methoxycarbonylmethoxyimino acetic acid monohydrate). Solvent: CC(=O)C (acetone). Product: NC=1SC=C(N1)C(C(=O)O)=NOCC(=O)OC (2-(2-aminothiazole-4-yl)-2-methoxycarbonylmethoxyiminoacetic acid). Yield: 96.3%. RXN SMILES: O.[NH2:2][C:3]1[S:4][CH:5]=[C:6]([C:8](=[N:12][O:13][CH2:14][C:15]([O:17][CH3:18])=[O:16])[C:9]([OH:11])=[O:10])[N:7]=1>CC(C)=O>[NH2:2][C:3]1[S:4][CH:5]=[C:6]([C:8](=[N:12][O:13][CH2:14][C:15]([O:17][CH3:18])=[O:16])[C:9]([OH:11])=[O:10])[N:7]=1 |f:0.1|. Reported procedure: 2-(2-aminothiazole-4-yl)-2-methoxycarbonylmethoxyimino acetic acid monohydrate (syn-isomer) (10.0 g) was suspended and stirred in acetone (100 ml), and heated and refluxed for 120 minutes. The precipitated crystal was filtered and collected, and dried under reduced pressure to obtain anhydrous 2-(2-aminothiazole-4-yl)-2-methoxycarbonylmethoxyiminoacetic acid (syn-isomer) (9.0 g) (96% yield). Starting materials: N1C=CC2=CC=CC=C12 (Indole), CC1(OC(=O)CC(=O)O1)C (Meldrum's acid), C(C1=CC=CC=C1)=O (benzaldehyde). Reagents/catalysts: N1[C@H](C(=O)O)CCC1 (proline). Run in C(C)#N (acetonitrile). Run at time 2 hour. The product is CC1(OC(C(C(O1)=O)C(C1=CC=CC=C1)C1=CNC2=CC=CC=C12)=O)C (3-[α-(2,2-dimethyl-4,6-dioxo-1,3-dioxane-5-yl)benzyl]indole). The yield is 67.3%. Reaction SMILES: [NH:1]1[C:9]2[C:4](=[CH:5][CH:6]=[CH:7][CH:8]=2)[CH:3]=[CH:2]1.[CH3:10][C:11]1([CH3:19])[O:18][C:16](=[O:17])[CH2:15][C:13](=[O:14])[O:12]1.[CH:20](=O)[C:21]1[CH:26]=[CH:25][CH:24]=[CH:23][CH:22]=1>N1CCC[C@H]1C(O)=O.C(#N)C>[CH3:10][C:11]1([CH3:19])[O:18][C:16](=[O:17])[CH:15]([CH:20]([C:3]2[C:4]3[C:9](=[CH:8][CH:7]=[CH:6][CH:5]=3)[NH:1][CH:2]=2)[C:21]2[CH:26]=[CH:25][CH:24]=[CH:23][CH:22]=2)[C:13](=[O:14])[O:12]1. Procedure details: Indole (10 g, 85 mmol), Meldrum's acid (12.3 g, 85 mmol), benzaldehyde (18.11 g, 171 mmol) and proline (0.05 g) were combined with 50 ml of acetonitrile and stirred in an oil bath at approximately 35°-40° C. for two hours [Y. Oikawa, H. Hirasawa, and O. Honemitsu, Tetrahedron Letters, 1759 (1978)]. The reaction mixture was concentrated in vacuo to dryness. The residue was slurried with methanol and filtered to provide 19.99 grams of 3-[α-(2,2-dimethyl-4,6-dioxo-1,3-dioxane-5-yl)benzyl]indole. A ... Reactants: crude product, C(C)(C)(C)OC(NC1=C(C=CC(=C1)[N+](=O)[O-])F)=O (tert-butyl(2-fluoro-5-nitrophenyl)carbamate), C(C)(C)(C)OC(=O)N(C(=O)OC(C)(C)C)C1=C(C=CC(=C1)[N+](=O)[O-])F (di-tert-butyl(2-fluoro-5-nitrophenyl)imidodicarbonate), O1CCCC1 (tetrahydrofuran), O1CCCC1 (tetrahydrofuran), C([O-])([O-])=O.[K+].[K+] (potassium carbonate). Reagents/catalysts: [C].[Pd] (palladium-carbon). The solvent is C(C)O (ethanol), CO (methanol). Run at time 24 hour. The product is C(C)(C)(C)OC(NC1=C(C=CC(=C1)N)F)=O (tert-butyl(5-amino-2-fluorophenyl)carbamate). The yield is 63.0%. Reaction SMILES: [C:1]([O:5][C:6](=[O:18])[NH:7][C:8]1[CH:13]=[C:12]([N+:14]([O-])=O)[CH:11]=[CH:10][C:9]=1[F:17])([CH3:4])([CH3:3])[CH3:2].C(OC(N(C1C=C([N+]([O-])=O)C=CC=1F)C(OC(C)(C)C)=O)=O)(C)(C)C.O1CCCC1.C(=O)([O-])[O-].[K+].[K+]>C(O)C.CO.[C].[Pd]>[C:1]([O:5][C:6](=[O:18])[NH:7][C:8]1[CH:13]=[C:12]([NH2:14])[CH:11]=[CH:10][C:9]=1[F:17])([CH3:4])([CH3:2])[CH3:3] |f:3.4.5,8.9|. Reported procedure: To a solution of the above-mentioned crude product of a mixture of tert-butyl(2-fluoro-5-nitrophenyl)carbamate and di-tert-butyl(2-fluoro-5-nitrophenyl)imidodicarbonate in ethanol (600 mL)/tetrahydrofuran (60 mL) was added 10% palladium-carbon (12.0 g), and the mixture was stirred at room temperature under a hydrogen atmosphere (1 atm) for 24 hr. The insoluble material was filtered off, and the filtrate was concentrated under reduced pressure. To a solution of the obtained residue in methanol (2... Starting materials: O (water), CC=1C(=C(C(=O)OC)C=CC1)[N+](=O)[O-] (methyl 3-methyl-2-nitrobenzoate), COC(N(C)C)OC (dimethylformamide dimethyl acetal), N1CCCCC1 (piperidine). Solvent: CN(C=O)C (dimethylformamide). Yields the product CN(/C=C/C=1C(=C(C(=O)OC)C=CC1)[N+](=O)[O-])C (Methyl 3-[2-(E)-(dimethylamino)ethenyl]-2-nitrobenzoate). As a reaction SMILES: [CH3:1][C:2]1[C:3]([N+:12]([O-:14])=[O:13])=[C:4]([CH:9]=[CH:10][CH:11]=1)[C:5]([O:7][CH3:8])=[O:6].CO[CH:17](OC)[N:18]([CH3:20])[CH3:19].N1CCCCC1.O>CN(C)C=O>[CH3:17][N:18]([CH3:20])/[CH:19]=[CH:1]/[C:2]1[C:3]([N+:12]([O-:14])=[O:13])=[C:4]([CH:9]=[CH:10][CH:11]=1)[C:5]([O:7][CH3:8])=[O:6]. Procedure details: A solution of methyl 3-methyl-2-nitrobenzoate (43 g, 0.22 mole), dimethylformamide dimethyl acetal (52.5 g, 0.44 mole) and piperidine (18.7 g, 0.22 mole) in dimethylformamide (120 ml) was heated under reflux for 24 hours, cooled and poured into water to give the crude product.